From a dataset of the Open Reaction Database (ORD), a public repository of structured organic reaction records. describe an organic reaction: reactants, conditions, products, and yield The reactants are COC(=O)c1ccc(CCC(Cc2ccc(C#N)cc2)C(=O)O)cc1, O=C([O-])O, C1CCOC1, [Na+]. Yields the product COC(=O)c1ccc(CCC(CO)Cc2ccc(C#N)cc2)cc1. Reaction SMILES: [C:1](=[O:2])([OH:3])[CH:4]([CH2:5][CH2:6][c:7]1[cH:8][cH:9][c:10]([C:11](=[O:12])[O:13][CH3:14])[cH:15][cH:16]1)[CH2:17][c:18]1[cH:19][cH:20][c:21]([C:24]#[N:25])[cH:22][cH:23]1.[C:26](=[O:27])([OH:28])[O-:29].[CH2:31]1[O:32][CH2:33][CH2:34][CH2:35]1.[Na+:30]>>[CH2:1]([OH:2])[CH:4]([CH2:5][CH2:6][c:7]1[cH:8][cH:9][c:10]([C:11](=[O:12])[O:13][CH3:14])[cH:15][cH:16]1)[CH2:17][c:18]1[cH:19][cH:20][c:21]([C:24]#[N:25])[cH:22][cH:23]1. The reactants are CCCCCCCC(=O)Cl, Nc1ccc(C(=O)CCC(=O)O)cc1. The product is CCCCCCCC(=O)Nc1ccc(C(=O)CCC(=O)O)cc1. Reaction SMILES: [C:1]([CH2:2][CH2:3][CH2:4][CH2:5][CH2:6][CH2:7][CH3:8])(=[O:9])[Cl:10].[NH2:11][c:12]1[cH:13][cH:14][c:15]([C:18]([CH2:19][CH2:20][C:21](=[O:22])[OH:23])=[O:24])[cH:16][cH:17]1>>[C:1]([CH2:2][CH2:3][CH2:4][CH2:5][CH2:6][CH2:7][CH3:8])(=[O:9])[NH:11][c:12]1[cH:13][cH:14][c:15]([C:18]([CH2:19][CH2:20][C:21](=[O:22])[OH:23])=[O:24])[cH:16][cH:17]1. The reactants are C=CCBr, CCOC(=O)c1c(N)c2cc(Cl)ccc2[nH]c1=O, [Na], CN(C)C=O, O. The product is C=CCn1c(=O)c(C(=O)OCC)c(N)c2cc(Cl)ccc21. RXN SMILES: [CH2:25]([CH:26]=[CH2:27])[Br:28].[CH2:2]([CH3:3])[O:4][C:5](=[O:6])[c:7]1[c:8](=[O:19])[nH:9][c:10]2[cH:11][cH:12][c:13]([Cl:18])[cH:14][c:15]2[c:16]1[NH2:17].[Na:1].[O:20]=[CH:21][N:22]([CH3:23])[CH3:24].[OH2:29]>>[CH2:2]([CH3:3])[O:4][C:5](=[O:6])[c:7]1[c:8](=[O:19])[n:9]([CH2:27][CH:26]=[CH2:25])[c:10]2[cH:11][cH:12][c:13]([Cl:18])[cH:14][c:15]2[c:16]1[NH2:17]. Reactants: BrC1=CC2=C(C=C1)N1C3=C2C=CC=C3C(C=3C=CC=CC13)(C)C (3-bromo-8,8-dimethyl-8H-indolo[3,2,1-de]acridine), ClC1=C(C=CC=C1)N (2-chlorophenylamine), CC(C)([O-])C.[Na+] (sodium tert-butoxide). The reagents and catalysts are C1=CC=C(C=C1)P([C-]2C=CC=C2)C3=CC=CC=C3.C1=CC=C(C=C1)P([C-]2C=CC=C2)C3=CC=CC=C3.[Fe+2] (DPPF), C(C)(=O)[O-].[Pd+2].C(C)(=O)[O-] (palladium(II) acetate). Solvent: C1(=CC=CC=C1)C (toluene). The product is ClC1=C(C=CC=C1)NC1=CC2=C(C=C1)N1C3=C2C=CC=C3C(C=3C=CC=CC13)(C)C (2-Chlorophenyl-(8,8-dimethyl-8H-indolo[3,2,1-de]acridin-3-yl)amine). As a reaction SMILES: Br[C:2]1[CH:7]=[CH:6][C:5]2[N:8]3[C:21]4[CH:20]=[CH:19][CH:18]=[CH:17][C:16]=4[C:15]([CH3:23])([CH3:22])[C:14]4[C:9]3=[C:10]([CH:11]=[CH:12][CH:13]=4)[C:4]=2[CH:3]=1.[Cl:24][C:25]1[CH:30]=[CH:29][CH:28]=[CH:27][C:26]=1[NH2:31].CC(C)([O-])C.[Na+]>C1(C)C=CC=CC=1.C1C=CC(P(C2C=CC=CC=2)[C-]2C=CC=C2)=CC=1.C1C=CC(P(C2C=CC=CC=2)[C-]2C=CC=C2)=CC=1.[Fe+2].C([O-])(=O)C.[Pd+2].C([O-])(=O)C>[Cl:24][C:25]1[CH:30]=[CH:29][CH:28]=[CH:27][C:26]=1[NH:31][C:2]1[CH:7]=[CH:6][C:5]2[N:8]3[C:21]4[CH:20]=[CH:19][CH:18]=[CH:17][C:16]=4[C:15]([CH3:23])([CH3:22])[C:14]4[C:9]3=[C:10]([CH:11]=[CH:12][CH:13]=4)[C:4]=2[CH:3]=1 |f:2.3,5.6.7,8.9.10|. Procedure: 66.2 g (183 mmol) of 3-bromo-8,8-dimethyl-8H-indolo[3,2,1-de]acridine (Br-1), 28 g (220 mmol) of 2-chlorophenylamine, 1.5 g of DPPF (2.7 mmol), 0.5 g of palladium(II) acetate and 45 g of sodium tert-butoxide (486 mmol) are heated at the boil in 1.5 l of toluene for 18 h under a protective atmosphere. The mixture is subsequently partitioned between toluene and water, and the organic phase is washed three times with water and dried over Na2SO4 and evaporated in a rotary evaporator. The residue rem... Reactants: C(C)(C)N(CC)C(C)C (diisopropylethylamine), FC(CNCC(F)(F)F)(F)F (bis(2,2,2-trifluoroethyl)amine), acid chloride, FC1=C(C=C(C(=O)O)C=C1)[N+](=O)[O-] (4-Fluoro-3-nitrobenzoic acid), C(Cl)Cl.O=S(Cl)Cl (CH2Cl2 SOCl2). Run in C(Cl)Cl (CH2Cl2). Reaction conditions: time 8 hour. Yields the product FC1=C(C=C(C(=O)N(CC(F)(F)F)CC(F)(F)F)C=C1)[N+](=O)[O-] (4-Fluoro-3-nitro-N,N-bis(2,2,2-trifluoroethyl)benzamide). RXN SMILES: [F:1][C:2]1[CH:10]=[CH:9][C:5]([C:6]([OH:8])=O)=[CH:4][C:3]=1[N+:11]([O-:13])=[O:12].C(Cl)Cl.O=S(Cl)Cl.C(N(C(C)C)CC)(C)C.[F:30][C:31]([F:40])([F:39])[CH2:32][NH:33][CH2:34][C:35]([F:38])([F:37])[F:36]>C(Cl)Cl>[F:1][C:2]1[CH:10]=[CH:9][C:5]([C:6]([N:33]([CH2:32][C:31]([F:30])([F:39])[F:40])[CH2:34][C:35]([F:38])([F:37])[F:36])=[O:8])=[CH:4][C:3]=1[N+:11]([O-:13])=[O:12] |f:1.2|. Procedure details: 4-Fluoro-3-nitrobenzoic acid (2.50 g, 13.5 mmol) was refluxed in a 2:1 mixture of CH2Cl2/SOCl2 (150 mL) for 5 h. The solvent was concentrated and the residue was dissolved in CH2Cl2 (50 mL). Another CH2Cl2 solution (50 mL) of diisopropylethylamine (DIPEA) (3.50 mL, 20.3 mmol) and bis(2,2,2-trifluoroethyl)amine (4.90 g, 27.0 mmol) was then added dropwise to the cold stirring solution (0° C.) of the acid chloride. The solution was stirred at rt overnight. The solution was then washed with 5% KHSO4... Reactants: O=C([O-])O, CCO, COc1ccc(Cn2ncc3c(O)ccnc32)cc1, II, [K+], [Na+], O=S(=O)([O-])O. Yields the product COc1ccc(Cn2ncc3c(O)c(I)cnc32)cc1. Reaction SMILES: [C:22](=[O:23])([OH:24])[O-:25].[CH3:33][CH2:34][OH:35].[CH3:3][O:4][c:5]1[cH:6][cH:7][c:8]([CH2:9][n:10]2[n:11][cH:12][c:13]3[c:14]2[n:15][cH:16][cH:17][c:18]3[OH:19])[cH:20][cH:21]1.[I:1][I:2].[K+:32].[Na+:26].[S:27](=[O:28])(=[O:29])([OH:30])[O-:31]>>[I:1][c:17]1[cH:16][n:15][c:14]2[n:10]([CH2:9][c:8]3[cH:7][cH:6][c:5]([O:4][CH3:3])[cH:21][cH:20]3)[n:11][cH:12][c:13]2[c:18]1[OH:19]. Yields the product CCn1c(=O)c(C2CCNCC2)c(-c2cccc(Br)c2)c2ccc(C)nc21. As a reaction SMILES: [Br:1][c:2]1[cH:3][c:4](-[c:8]2[c:9]([CH:22]3[CH2:23][CH2:24][N:25]([C:28]([O:29][CH2:30][CH3:31])=[O:32])[CH2:26][CH2:27]3)[c:10](=[O:21])[n:11]([CH2:19][CH3:20])[c:12]3[n:13][c:14]([CH3:18])[cH:15][cH:16][c:17]23)[cH:5][cH:6][cH:7]1.[ClH:33]>>[Br:1][c:2]1[cH:3][c:4](-[c:8]2[c:9]([CH:22]3[CH2:23][CH2:24][NH:25][CH2:26][CH2:27]3)[c:10](=[O:21])[n:11]([CH2:19][CH3:20])[c:12]3[n:13][c:14]([CH3:18])[cH:15][cH:16][c:17]23)[cH:5][cH:6][cH:7]1. Reactants: CCOC(=O)N1CCC(c2c(-c3cccc(Br)c3)c3ccc(C)nc3n(CC)c2=O)CC1, Cl. Reactants: [Cl-].[Li+] (lithium chloride), Cl (hydrochloric acid), C=O (paraformaldehyde), C(C)OP(=O)(OCC)C(C(=O)OCC)CC1=CC=CC=C1 (ethyl 2-diethylphosphono--3phenylpropionate), C1CCC2=NCCCN2CC1 (DBU). Solvent: C(C)(=O)OCC (ethyl acetate), C1CCOC1 (THF), O (water), C1CCOC1 (THF). Run at time 7 minute. The product is C(C1=CC=CC=C1)C(C(=O)OCC)=C (ethyl 2-benzylacrylate). RXN SMILES: [Cl-].[Li+].C(OP([CH:11]([CH2:17][C:18]1[CH:23]=[CH:22][CH:21]=[CH:20][CH:19]=1)[C:12]([O:14][CH2:15][CH3:16])=[O:13])(OCC)=O)C.[CH2:24]1CCN2C(=NCCC2)CC1.C=O.Cl>C1COCC1.C(OCC)(=O)C.O>[CH2:17]([C:11](=[CH2:24])[C:12]([O:14][CH2:15][CH3:16])=[O:13])[C:18]1[CH:19]=[CH:20][CH:21]=[CH:22][CH:23]=1 |f:0.1|. Procedure details: 1.0 g of lithium chloride was suspended in 20 ml of THF, and 5 g of ethyl 2-diethylphosphono--3phenylpropionate was dropwise added thereto. The mixture was stirred at room temperature for seven minutes. Then, 3.6 ml of DBU was added thereto and further 11 minutes later, a suspension of 0.72 g of paraformaldehyde in THF (20 ml) was added thereto at 0° C. The mixture was stirred at room temperature overnight. Then, the mixture was neutralized with 1N hydrochloric acid, and water and ethyl acetate ... Starting materials: BrCCc1c[nH]cn1, Br, [K+], [K+], O=C([O-])[O-], CN(C)C=O, O, CC(=C1CCc2cc(O)ccc2C1=O)c1ccccc1. Yields the product CC(=C1CCc2cc(OCCc3c[nH]cn3)ccc2C1=O)c1ccccc1. As a reaction SMILES: [Br:28][CH2:29][CH2:30][c:31]1[n:32][cH:33][nH:34][cH:35]1.[BrH:27].[K+:21].[K+:22].[O-:23][C:24]([O-:25])=[O:26].[O:36]=[CH:37][N:38]([CH3:39])[CH3:40].[OH2:41].[OH:1][c:2]1[cH:3][c:4]2[c:9]([cH:10][cH:11]1)[C:8](=[O:12])[C:7](=[C:13]([CH3:14])[c:15]1[cH:16][cH:17][cH:18][cH:19][cH:20]1)[CH2:6][CH2:5]2>>[O:1]([c:2]1[cH:3][c:4]2[c:9]([cH:10][cH:11]1)[C:8](=[O:12])[C:7](=[C:13]([CH3:14])[c:15]1[cH:16][cH:17][cH:18][cH:19][cH:20]1)[CH2:6][CH2:5]2)[CH2:29][CH2:30][c:31]1[n:32][cH:33][nH:34][cH:35]1. Starting materials: O (Water), C(C1=CC=CC=C1)OC1=CC=C2[C@@H]([C@@H](COC2=C1)C1=CC=CC=C1)C1=CC=C(C=C1)OS(=O)(=O)C ((+,-) cis Methanesulfonic acid 4-(7-benzyloxy-3-phenyl-chroman-4-yl)-phenyl ester), [OH-].[K+] (potassium hydroxide), C(C)(=O)O (acetic acid). Run in C(C)O (ethanol). Conditions: time 8 hour. The product is C(C1=CC=CC=C1)OC1=CC=C2[C@@H]([C@@H](COC2=C1)C1=CC=CC=C1)C1=CC=C(C=C1)O ((+,-) cis 4-(7-Benzyloxy-3-phenyl-chroman-4-yl)-phenol). As a reaction SMILES: [CH2:1]([O:8][C:9]1[CH:18]=[C:17]2[C:12]([C@H:13]([C:25]3[CH:30]=[CH:29][C:28]([O:31]S(C)(=O)=O)=[CH:27][CH:26]=3)[C@H:14]([C:19]3[CH:24]=[CH:23][CH:22]=[CH:21][CH:20]=3)[CH2:15][O:16]2)=[CH:11][CH:10]=1)[C:2]1[CH:7]=[CH:6][CH:5]=[CH:4][CH:3]=1.[OH-].[K+].C(O)(=O)C.O>C(O)C>[CH2:1]([O:8][C:9]1[CH:18]=[C:17]2[C:12]([C@H:13]([C:25]3[CH:26]=[CH:27][C:28]([OH:31])=[CH:29][CH:30]=3)[C@H:14]([C:19]3[CH:24]=[CH:23][CH:22]=[CH:21][CH:20]=3)[CH2:15][O:16]2)=[CH:11][CH:10]=1)[C:2]1[CH:3]=[CH:4][CH:5]=[CH:6][CH:7]=1 |f:1.2|. Procedure details: (+,-) cis Methanesulfonic acid 4-(7-benzyloxy-3-phenyl-chroman-4-yl)-phenyl ester (35 g, 71.9 mmol) was added to a solution of potassium hydroxide (350 g) in ethanol (2500 ml) and refluxed for 90 min. The reaction mixture was cooled, acetic acid (350 ml) was slowly added, and the resulting mixture was stirred overnight. Water (1.5 l) was added dropwise over 60 min, stirring was continued for 120 min, and the precipitated product was filtered. The precipitate was vacuum dried with sicapent (Merck...